Dataset: the Open Reaction Database (ORD), a public repository of structured organic reaction records. Task: describe an organic reaction: reactants, conditions, products, and yield Starting materials: COC1=CC=C(COC(C(C)(C)C)=O)C=C1 (2,2-dimethyl propionic acid 4-methoxybenzyl ester), C(=O)(OCC1=CC=CC=C1)N[C@H](C(C)C)C(=O)O (N-CBz-D-valine), C1CCC(CC1)N=C=NC2CCCCC2 (DCC). The reagents and catalysts are CN(C1=CC=NC=C1)C (4-dimethyaminopyridine). The solvent is ClCCl (dichloromethane). Reaction conditions: time 18 hour. The product is CC(C(=O)O)(COC([C@H](NC(=O)OCC1=CC=CC=C1)C(C)C)=O)C (2,2-dimethyl-3-(N-CBz-D-valyloxy)-propionic acid). As a reaction SMILES: COC1C=CC(C[O:8][C:9](=[O:14])[C:10]([CH3:13])([CH3:12])[CH3:11])=CC=1.[C:17]([NH:27][C@@H:28]([C:32]([OH:34])=[O:33])[CH:29]([CH3:31])[CH3:30])([O:19][CH2:20][C:21]1[CH:26]=[CH:25][CH:24]=[CH:23][CH:22]=1)=[O:18].C1CCC(N=C=NC2CCCCC2)CC1>ClCCl.CN(C)C1C=CN=CC=1>[CH3:11][C:10]([CH3:13])([CH2:12][O:33][C:32](=[O:34])[C@@H:28]([CH:29]([CH3:30])[CH3:31])[NH:27][C:17]([O:19][CH2:20][C:21]1[CH:26]=[CH:25][CH:24]=[CH:23][CH:22]=1)=[O:18])[C:9]([OH:14])=[O:8]. Reported procedure: To a solution of 2,2-dimethyl propionic acid 4-methoxybenzyl ester (4.7 g, 20 mmole) and N-CBz-D-valine (5.5 g, 22 mmole) in dichloromethane (100 ml) were added 4-dimethyaminopyridine (305 mg, 2.5 mmole) and DCC (5.15 g, 25 mmole). After 18 hr. the solution was washed successively with sodium bicarbonate aqueous solution, citric acid solution and water. The organic phase was dried and the residue was dissolved in dichloromethane (100 ml). To the solution was added trifluoroacetic acid (10 ml). A... Starting materials: CC(C)C(NC(=O)OC(C)(C)C)C(=O)O, CCN(C(C)C)C(C)C, CC1(C)CNCCN1c1ccc(Cl)cc1, CN(C)C=O. Yields the product CC(C)C(NC(=O)OC(C)(C)C)C(=O)N1CCN(c2ccc(Cl)cc2)C(C)(C)C1. RXN SMILES: [C:16]([CH3:17])([CH3:18])([CH3:19])[O:20][C:21](=[O:22])[NH:23][CH:24]([C:25](=[O:26])[OH:27])[CH:28]([CH3:29])[CH3:30].[CH:31]([N:32]([CH2:33][CH3:34])[CH:35]([CH3:36])[CH3:37])([CH3:38])[CH3:39].[Cl:1][c:2]1[cH:3][cH:4][c:5]([N:8]2[C:9]([CH3:14])([CH3:15])[CH2:10][NH:11][CH2:12][CH2:13]2)[cH:6][cH:7]1.[O:40]=[CH:41][N:42]([CH3:43])[CH3:44]>>[Cl:1][c:2]1[cH:3][cH:4][c:5]([N:8]2[C:9]([CH3:14])([CH3:15])[CH2:10][N:11]([C:25]([CH:24]([NH:23][C:21]([O:20][C:16]([CH3:17])([CH3:18])[CH3:19])=[O:22])[CH:28]([CH3:29])[CH3:30])=[O:26])[CH2:12][CH2:13]2)[cH:6][cH:7]1. Reactants: BrC1=CN=C2N1C=CC(=N2)C(C)(C)O (2-(3-Bromoimidazo[1,2-α]pyrimidin-7-yl)propan-2-ol), FC1=C(C=CC=C1C=1C=NC=CC1)B(O)O (2-fluoro-3-(pyridin-3-yl)benzeneboronic acid). Yields the product FC1=C(C=CC=C1C=1C=NC=CC1)C1=CN=C2N1C=CC(=N2)C(C)(C)O (2-[3-(2-fluoro-3-(pyridin-3-yl)phenyl)imidazo[1,2-α]pyrimidin-7-yl]propan-2-ol). Reaction SMILES: Br[C:2]1[N:6]2[CH:7]=[CH:8][C:9]([C:11]([OH:14])([CH3:13])[CH3:12])=[N:10][C:5]2=[N:4][CH:3]=1.[F:15][C:16]1[C:21]([C:22]2[CH:23]=[N:24][CH:25]=[CH:26][CH:27]=2)=[CH:20][CH:19]=[CH:18][C:17]=1B(O)O>>[F:15][C:16]1[C:21]([C:22]2[CH:23]=[N:24][CH:25]=[CH:26][CH:27]=2)=[CH:20][CH:19]=[CH:18][C:17]=1[C:2]1[N:6]2[CH:7]=[CH:8][C:9]([C:11]([OH:14])([CH3:13])[CH3:12])=[N:10][C:5]2=[N:4][CH:3]=1. Procedure: 2-(3-Bromoimidazo[1,2-α]pyrimidin-7-yl)propan-2-ol was coupled with 2-fluoro-3-(pyridin-3-yl)benzeneboronic acid as described in Example 1 to give 2-[3-(2-fluoro-3-(pyridin-3-yl)phenyl)imidazo[1,2-α]pyrimidin-7-yl]propan-2-ol as a white solid. Bis-hydrochloride salt (from ethyl acetate/ethanol): δH (360 MHz, DMSO) 1.56 (6H, s), 7.65 (1H, dd, J 8 and 8), 7.79-7.83 (1H, m), 7.85-7.87 (2H, m), 7.92-7.97 (1H, m), 8.48 (1H, d, J 7), 8.55 (1H, s), 8.83 (1H, dd, J 5 and 1), 9.10 (1H, s), 9.29 (1H, dd, ...